The task is: describe an organic reaction: reactants, conditions, products, and yield. This data is from the Open Reaction Database (ORD), a public repository of structured organic reaction records. Run in O (H2O). Procedure: Naltrexone hydrochloride (1.134 g, 3 mmol) was added to a solution of CH3ONH2HCl (0.33 g, 3.9 mmol) in 15 mL MeOH containing 3.2 mL 10% aqueous NaOH. The mixture was refluxed for 5 h, cooled, diluted with approximately 100 mL H2O and extracted with 150 mL CHCl3 (3×50 mL). The combined CHCl3 extracts were dried (MgSO4) and evaporated. TLC showed that the reaction was incomplete and hence the reaction was repeated as before using the mixture, CH3ONH2HCl (0.165 g, 1.9 mmol) and 0.8 mL of 10% aqueou... Product: CC1[C@H]2[C@]34C=5C(=C(C=CC5C[C@H]([C@@]3(CC1=NO)O)N(CC4)CC4CC4)O)O2 (6-Methyloximino-17-cyclopropylmethyl-4,5α-epoxy-3,14-dihydroxymorphinan). The reactants are CON.Cl (CH3ONH2HCl), [OH-].[Na+] (NaOH), C1=CC(=C2C3=C1C[C@@H]4[C@]5([C@]3(CCN4CC6CC6)[C@@H](O2)C(=O)CC5)O)O.Cl (Naltrexone hydrochloride), CON.Cl (CH3ONH2HCl), CO (MeOH). As a reaction SMILES: [CH:1]1[C:6]2[CH2:7][C@H:8]3[N:13]([CH2:14][CH:15]4[CH2:17][CH2:16]4)[CH2:12][CH2:11][C@:10]45[C@H:18]([C:20]([CH2:22][CH2:23][C@@:9]34[OH:24])=O)[O:19][C:4]([C:5]=25)=[C:3]([OH:25])[CH:2]=1.Cl.C[O:28][NH2:29].Cl.[OH-].[Na+].[CH3:33]O>O>[CH3:33][CH:20]1[C:22](=[N:29][OH:28])[CH2:23][C@:9]2([OH:24])[C@:10]34[CH2:11][CH2:12][N:13]([CH2:14][CH:15]5[CH2:17][CH2:16]5)[C@@H:8]2[CH2:7][C:6]2[CH:1]=[CH:2][C:3]([OH:25])=[C:4]([O:19][C@@H:18]13)[C:5]4=2 |f:0.1,2.3,4.5|. The reactants are CCO, Cl, [Na+], [OH-], O, N#CC1(c2cccc3ccccc23)CC1CO. Product: O=C1OCC2CC12c1cccc2ccccc12. Reaction SMILES: [CH3:18][CH2:19][OH:20].[ClH:23].[Na+:22].[OH-:21].[OH2:24].[OH:1][CH2:2][CH:3]1[C:4]([C:6]#[N:7])([c:8]2[cH:9][cH:10][cH:11][c:12]3[cH:13][cH:14][cH:15][cH:16][c:17]23)[CH2:5]1>>[O:1]1[CH2:2][CH:3]2[C:4]([c:8]3[cH:9][cH:10][cH:11][c:12]4[cH:13][cH:14][cH:15][cH:16][c:17]34)([CH2:5]2)[C:6]1=[O:20]. Run at time 18 hour. Isolated yield 103.8%. Procedure: Lithium aluminium hydride (1.41 g) was added to a solution of ethyl 1-methyl-5-[[3-[3-(1-piperidinylmethyl)phenoxy]propyl]amino]-1H-1,2,4-triazole-3-butanoate (3.3 g) in anhydrous tetrahydrofuran (100 ml), under nitrogen, and the mixture stirred at 20° for 18 h. Successively, water (1.4 ml), 5N sodium hydroxide (1.4 ml) and water (3 ml) were added, the mixture was filtered and the filtrate evaporated to give an oil (3.1 g). The oil was chromatographed on silica using dichloromethane:ethanol:0.88... Reactants: [H-].[Al+3].[Li+].[H-].[H-].[H-] (Lithium aluminium hydride), CN1N=C(N=C1NCCCOC1=CC(=CC=C1)CN1CCCCC1)CCCC(=O)OCC (ethyl 1-methyl-5-[[3-[3-(1-piperidinylmethyl)phenoxy]propyl]amino]-1H-1,2,4-triazole-3-butanoate), O (water), [OH-].[Na+] (sodium hydroxide), O (water). As a reaction SMILES: [H-].[Al+3].[Li+].[H-].[H-].[H-].[CH3:7][N:8]1[C:12]([NH:13][CH2:14][CH2:15][CH2:16][O:17][C:18]2[CH:23]=[CH:22][CH:21]=[C:20]([CH2:24][N:25]3[CH2:30][CH2:29][CH2:28][CH2:27][CH2:26]3)[CH:19]=2)=[N:11][C:10]([CH2:31][CH2:32][CH2:33][C:34](OCC)=[O:35])=[N:9]1.O.[OH-].[Na+]>O1CCCC1>[CH3:7][N:8]1[C:12]([NH:13][CH2:14][CH2:15][CH2:16][O:17][C:18]2[CH:23]=[CH:22][CH:21]=[C:20]([CH2:24][N:25]3[CH2:30][CH2:29][CH2:28][CH2:27][CH2:26]3)[CH:19]=2)=[N:11][C:10]([CH2:31][CH2:32][CH2:33][CH2:34][OH:35])=[N:9]1 |f:0.1.2.3.4.5,8.9|. The solvent is O1CCCC1 (tetrahydrofuran). The product is CN1N=C(N=C1NCCCOC1=CC(=CC=C1)CN1CCCCC1)CCCCO (1-Methyl-5-[[3-[3-(1-piperidinylmethyl)phenoxy]propyl]amino]-1H-1,2,4-triazole-3-butanol). The reactants are O1CC=C(C2=C1C=CC=C2)C(=O)OCC (Ethyl 2H-1-benzopyran-4-carboxylate), C=CC=C (butadiene). Solvent: C1(=CC=CC=C1)C (toluene). Run at temperature 150 celsius. Yields the product C1=CC=CC=2OCC3C(C21)(CC=CC3)C(=O)OCC (Ethyl 6,6a,7,10-tetrahydro-10aH-dibenzo[b,d]pyran-10a-carboxylate). Isolated yield 39.3%. As a reaction SMILES: [O:1]1[C:6]2[CH:7]=[CH:8][CH:9]=[CH:10][C:5]=2[C:4]([C:11]([O:13][CH2:14][CH3:15])=[O:12])=[CH:3][CH2:2]1.[CH2:16]=[CH:17][CH:18]=[CH2:19]>C1(C)C=CC=CC=1>[CH:10]1[C:5]2[C:4]3([C:11]([O:13][CH2:14][CH3:15])=[O:12])[CH2:16][CH:17]=[CH:18][CH2:19][CH:3]3[CH2:2][O:1][C:6]=2[CH:7]=[CH:8][CH:9]=1. Reported procedure: A solution of the product of Example 15 (20.3 g) was dissolved in toluene (100 ml) and to it was added BHT (0.5 g) and butadiene (73 g) the reaction vessal was pressurized with nitrogen (1900 psi) and heated to 150° C. for 6 days. The resulting syrup (40 g) was partitioned between heptane and acetonitrile. The acetonitrile solution was washed with fresh heptane then evaporated in vacuo. The heptane phase was extracted with fresh acetonitrile which was evaporated to give a further recovery of cru... Starting materials: BrBr, COP(=O)(OC)OC, CCOP(=O)(Cc1ccccc1C)OCC, O. Yields the product CCOP(=O)(Cc1ccc(Br)cc1C)OCC. RXN SMILES: [Br:17][Br:18].[CH3:19][O:20][P:21]([O:22][CH3:23])([O:24][CH3:25])=[O:26].[CH3:1][c:2]1[c:3]([CH2:4][P:5]([O:6][CH2:7][CH3:8])([O:9][CH2:10][CH3:11])=[O:12])[cH:13][cH:14][cH:15][cH:16]1.[OH2:27]>>[CH3:1][c:2]1[c:3]([CH2:4][P:5]([O:6][CH2:7][CH3:8])([O:9][CH2:10][CH3:11])=[O:12])[cH:13][cH:14][c:15]([Br:17])[cH:16]1. RXN SMILES: [F:1][c:2]1[c:3]([CH2:37][CH2:38][C:39](=[O:40])[O:41][C:42]([CH3:43])([CH3:44])[CH3:45])[cH:4][cH:5][c:6]([N:8]([S:9](=[O:10])(=[O:11])[c:12]2[c:13]([N+:18](=[O:19])[O-:20])[cH:14][cH:15][cH:16][cH:17]2)[CH2:21][c:22]2[cH:23][c:24](-[c:28]3[c:29]([CH3:36])[cH:30][c:31]([OH:35])[cH:32][c:33]3[CH3:34])[cH:25][cH:26][cH:27]2)[cH:7]1.[O:72]=[C:73]([O:74][CH2:75][CH3:76])[N:77]=[N:78][C:79]([O:80][CH2:81][CH3:82])=[O:83].[O:84]1[CH2:85][CH2:86][CH2:87][CH2:88]1.[S:46]1[CH2:47][CH2:48][CH:49]([OH:52])[CH2:50][CH2:51]1.[c:53]1([P:54]([c:55]2[cH:56][cH:57][cH:58][cH:59][cH:60]2)[c:61]2[cH:62][cH:63][cH:64][cH:65][cH:66]2)[cH:67][cH:68][cH:69][cH:70][cH:71]1>>[F:1][c:2]1[c:3]([CH2:37][CH2:38][C:39](=[O:40])[O:41][C:42]([CH3:43])([CH3:44])[CH3:45])[cH:4][cH:5][c:6]([N:8]([S:9](=[O:10])(=[O:11])[c:12]2[c:13]([N+:18](=[O:19])[O-:20])[cH:14][cH:15][cH:16][cH:17]2)[CH2:21][c:22]2[cH:23][c:24](-[c:28]3[c:29]([CH3:36])[cH:30][c:31]([O:35][CH:49]4[CH2:48][CH2:47][S:46][CH2:51][CH2:50]4)[cH:32][c:33]3[CH3:34])[cH:25][cH:26][cH:27]2)[cH:7]1. The product is Cc1cc(OC2CCSCC2)cc(C)c1-c1cccc(CN(c2ccc(CCC(=O)OC(C)(C)C)c(F)c2)S(=O)(=O)c2ccccc2[N+](=O)[O-])c1. Starting materials: Cc1cc(O)cc(C)c1-c1cccc(CN(c2ccc(CCC(=O)OC(C)(C)C)c(F)c2)S(=O)(=O)c2ccccc2[N+](=O)[O-])c1, CCOC(=O)N=NC(=O)OCC, C1CCOC1, OC1CCSCC1, c1ccc(P(c2ccccc2)c2ccccc2)cc1. Reactants: N(=NC(=O)[O-])C(=O)[O-] (azodicarboxylate), ClC1=CC=C(C=C1)S(=O)(=O)C(C(CCO)C)C1=C(C=CC(=C1)F)F (4-(4-Chlorophenylsulfonyl)-4-(2,5-difluorophenyl)-3-methyl-1-butanol), CS(=O)(=O)NC(OC(C)(C)C)=O (t-butyl N-methylsulfonylcarbamate), C1(=CC=CC=C1)P(C1=CC=CC=C1)C1=CC=CC=C1 (triphenylphosphine). Run in O1CCCC1 (tetrahydrofuran), CCCCCC (hexane), C(C)(=O)OCC (ethyl acetate). Run at time 18 hour. Yields the product ClC1=CC=C(C=C1)S(=O)(=O)C(C(CCN(C(OC(C)(C)C)=O)S(=O)(=O)C)C)C1=C(C=CC(=C1)F)F (t-Butyl N-[4-[(4-chlorophenyl)sulfonyl]-4-(2,5-difluorophenyl)-3-methylbutyl]-N-methylsulfonylcarbamate). Isolated yield 95.0%. Reaction SMILES: [Cl:1][C:2]1[CH:7]=[CH:6][C:5]([S:8]([CH:11]([C:17]2[CH:22]=[C:21]([F:23])[CH:20]=[CH:19][C:18]=2[F:24])[CH:12]([CH3:16])[CH2:13][CH2:14]O)(=[O:10])=[O:9])=[CH:4][CH:3]=1.[CH3:25][S:26]([NH:29][C:30](=[O:36])[O:31][C:32]([CH3:35])([CH3:34])[CH3:33])(=[O:28])=[O:27].C1(P(C2C=CC=CC=2)C2C=CC=CC=2)C=CC=CC=1.N(C([O-])=O)=NC([O-])=O>O1CCCC1.C(OCC)(=O)C.CCCCCC>[Cl:1][C:2]1[CH:3]=[CH:4][C:5]([S:8]([CH:11]([C:17]2[CH:22]=[C:21]([F:23])[CH:20]=[CH:19][C:18]=2[F:24])[CH:12]([CH3:16])[CH2:13][CH2:14][N:29]([S:26]([CH3:25])(=[O:28])=[O:27])[C:30](=[O:36])[O:31][C:32]([CH3:33])([CH3:35])[CH3:34])(=[O:10])=[O:9])=[CH:6][CH:7]=1. Procedure: The 4-[(4-chlorophenyl)sulfonyl]-4-(2,5-difluorophenyl)-3-methyl-1-butanol (97.2 mg, 0.259 mmol) obtained in Example 239, t-butyl N-methylsulfonylcarbamate (101 mg, 0.518 mmol) and triphenylphosphine (138 mg, 0.518 mmol) were dissolved in tetrahydrofuran (3 ml), followed by the addition of diisoopropyl azodicarboxylate (102 μl, 0.518 mmol) at room temperature. The reaction mixture was stirred at room temperature for 18 hours. The reaction mixture was diluted with ethyl acetate, washed with a sat... Reactants: BrC1=CC=C(C=C1)[C@H](CC(=O)C=1C(NN=CC1)=O)C1=C(C=CC=C1)C ((S)-4-(3-(4-bromophenyl)-3-o-tolylpropanoyl)pyridazin-3(2H)-one), IC (iodomethane), C([O-])([O-])=O.[K+].[K+] (potassium carbonate). The solvent is CN(C(C)=O)C (N,N-dimethylacetamide). Product: BrC1=CC=C(C=C1)[C@H](CC(=O)C=1C(N(N=CC1)C)=O)C1=C(C=CC=C1)C ((S)-4-(3-(4-Bromophenyl)-3-o-tolylpropanoyl)-2-methylpyridazin-3(2H)-one). Yield: 89.9%. Reaction SMILES: [Br:1][C:2]1[CH:7]=[CH:6][C:5]([C@@H:8]([C:19]2[CH:24]=[CH:23][CH:22]=[CH:21][C:20]=2[CH3:25])[CH2:9][C:10]([C:12]2[C:13](=[O:18])[NH:14][N:15]=[CH:16][CH:17]=2)=[O:11])=[CH:4][CH:3]=1.IC.[C:28](=O)([O-])[O-].[K+].[K+]>CN(C)C(=O)C>[Br:1][C:2]1[CH:7]=[CH:6][C:5]([C@@H:8]([C:19]2[CH:24]=[CH:23][CH:22]=[CH:21][C:20]=2[CH3:25])[CH2:9][C:10]([C:12]2[C:13](=[O:18])[N:14]([CH3:28])[N:15]=[CH:16][CH:17]=2)=[O:11])=[CH:4][CH:3]=1 |f:2.3.4|. Procedure details: To a solution of (S)-4-(3-(4-bromophenyl)-3-o-tolylpropanoyl)pyridazin-3(2H)-one (293 mg, 679 μmol) in N,N-dimethylacetamide (4 mL) was added iodomethane (101 mg, 712 μmol) followed by potassium carbonate (103 mg, 746 μmol). The reaction mixture was stirred for 5½ h at room temperature and then partitioned between water and ethyl acetate. The organic layer was washed with brine, dried over magnesium sulfate, filtered, and evaporated. Chromatography (SiO2, gradient heptane to heptane/ethyl acetat... Reactants: CC1=CN(C=N1)C2=C(C=C(C=C2)N)OC.Cl, CN1CC(OC2=C(C1=O)C=CC(=N2)Cl)C3=CC=CC=C3. The reagents and catalysts are C(=O)([O-])[O-].[Cs+].[Cs+], C1CCC(CC1)P(C2CCCCC2)C3=CC=CC=C3C4=CC=CC=C4, CC(=O)O.CC(=O)O.[Pd]. Solvent: COCCOC. Reaction conditions: temperature 100 celsius. Yields the product CC1=CN(C=N1)C2=C(C=C(C=C2)NC3=NC4=C(C=C3)C(=O)N(CC(O4)C5=CC=CC=C5)C)OC. The yield is 40.0%. Reported procedure: were placed in a microwave vial equipped with a stirring bar. The vial was capped and flushed with argon. DME (2 mL) and Et3N (0.028 mL, 0.20 mmol) were added via a syringe and the mixture was stirred at room temperature for 30 min and then heated to 100°C in a microwave apparatus for 1h. The reaction mixture was diluted with dichloromethane and ethyl acetate, fitered and concentrated. The residue was purified by reversed phase HPLC to give 37 mg of the product as a solid.